Dataset: the Open Reaction Database (ORD), a public repository of structured organic reaction records. Task: describe an organic reaction: reactants, conditions, products, and yield Reactants: [Cl-].C(C)(C)C1=C(C(=CC=C1)C(C)C)[NH+]1CN(CC1)C1=C(C=CC=C1C(C)C)C(C)C (1,3-bis(2,6-diisopropylphenyl)imidazolinium chloride), C1CCOC1 (THF), FeF3.3H2O, C1(=CC=CC2=CC=CC=C12)[Mg]Br (1-naphthylmagnesium bromide), ClC1=C(C=CC=C1)OC (1-chloro-2-methoxybenzene). Solvent: C1(=CC=CC=C1)C (toluene), CCCCCC (hexane). Run at time 48 hour. Yields the product COC1=C(C=CC=C1)C1=CC=CC2=CC=CC=C12 (1-(2-methoxyphenyl) naphthalene). The yield is 92.0%. As a reaction SMILES: C1COCC1.[C:6]1([Mg]Br)[C:15]2[C:10](=[CH:11][CH:12]=[CH:13][CH:14]=2)[CH:9]=[CH:8][CH:7]=1.Cl[C:19]1[CH:24]=[CH:23][CH:22]=[CH:21][C:20]=1[O:25][CH3:26].[Cl-].C(C1C=CC=C(C(C)C)C=1[NH+]1CCN(C2C(C(C)C)=CC=CC=2C(C)C)C1)(C)C>CCCCCC.C1(C)C=CC=CC=1>[CH3:26][O:25][C:20]1[CH:21]=[CH:22][CH:23]=[CH:24][C:19]=1[C:6]1[C:15]2[C:10](=[CH:11][CH:12]=[CH:13][CH:14]=2)[CH:9]=[CH:8][CH:7]=1 |f:3.4|. Procedure details: Using a THF solution of 1-naphthylmagnesium bromide (4.62 mL, 0.26 M, 1.2 mmol), 1-chloro-2-methoxybenzene (142.6 mg, 1.0 mmol), FeF3.3H2O (8.34 mg, 0.05 mmol) and 1,3-bis(2,6-diisopropylphenyl)imidazolinium chloride (64.1 mg, 0.15 mmol) as starting materials, the reaction was performed at a scale of 1.0 mmol at 70° C. for 48 hours in the same manner as in Example 2. After performing silica gel column chromatography (toluene=10, 20 and 40% in hexane), the above compound was obtained as a white s... The reactants are BrCC1=CN=C(S1)C(=O)OCC (ethyl 5-(bromomethyl)thiazole-2-carboxylate), N1C=NC=C1 (imidazole), [H-].[Na+] (sodium hydride). Solvent: CN(C)C=O (DMF), CN(C)C=O (DMF), CN(C)C=O (DMF). Run at time 45 minute. Yields the product N1(C=NC=C1)CC1=CN=C(S1)C(=O)OCC (Ethyl 5-((1H-imidazol-1-yl)methyl)thiazole-2-carboxylate). The yield is 44.0%. As a reaction SMILES: [H-].[Na+].[NH:3]1[CH:7]=[CH:6][N:5]=[CH:4]1.Br[CH2:9][C:10]1[S:14][C:13]([C:15]([O:17][CH2:18][CH3:19])=[O:16])=[N:12][CH:11]=1>CN(C=O)C>[N:3]1([CH2:9][C:10]2[S:14][C:13]([C:15]([O:17][CH2:18][CH3:19])=[O:16])=[N:12][CH:11]=2)[CH:7]=[CH:6][N:5]=[CH:4]1 |f:0.1|. Procedure details: To a cooled (0 C) suspension of sodium hydride (60% in oil, 82 mg, 2.05 mmol) in dry DMF (2 ml) was added imidazole (93 mg, 1.37 mmol) as a solution in dry DMF (0.5 ml). Mixture was stirred at RT 45 min, cooled to 0° C. followed by addition of ethyl 5-(bromomethyl)thiazole-2-carboxylate (342 mg, 1.37 mmol) dissolved in dry DMF (2 ml). After being stirred at RT for 20 h, the reaction mixture was evaporated and the residue was taken up in DCM and washed twice with saturated NaCl solution. Thus, 14... The reactants are [Br-], CC[Mg+], C=Cc1cnc(C)c(O)c1C(C)=O, C1CCOC1. The product is C=Cc1cnc(C)c(O)c1C(C)(O)CC. As a reaction SMILES: [Br-:14].[CH2:15]([CH3:16])[Mg+:17].[CH3:1][c:2]1[n:3][cH:4][c:5]([CH:12]=[CH2:13])[c:6]([C:9]([CH3:10])=[O:11])[c:7]1[OH:8].[O:18]1[CH2:19][CH2:20][CH2:21][CH2:22]1>>[CH3:1][c:2]1[n:3][cH:4][c:5]([CH:12]=[CH2:13])[c:6]([C:9]([CH3:10])([OH:11])[CH2:15][CH3:16])[c:7]1[OH:8]. Reactants: ClC=1C=C2C(=NC1)NC=C2C2=NC=C(C(=N2)NC2CN(C2)S(=O)(=O)CC2CCCC2)F (2-(5-chloro-1H-pyrrolo[2,3-b]pyridin-3-yl)-N-(1-(cyclopentyl-methylsulfonyl)azetidin-3-yl)-5-fluoropyrimidin-4-amine), COCC(=O)Cl (methoxyacetyl chloride). Product: ClC=1C=C2C(=NC1)NC=C2C2=NC=C(C(=N2)NC2CN(C2)C(COC)=O)F (1-(3-(2-(5-chloro-1H-pyrrolo[2,3-b]pyridin-3-yl)-5-fluoropyrimidin-4-ylamino)azetidin-1-yl)-2-methoxyethanone). Yield: 51.0%. RXN SMILES: [Cl:1][C:2]1[CH:3]=[C:4]2[C:10]([C:11]3[N:16]=[C:15]([NH:17][CH:18]4[CH2:21][N:20](S(CC5CCCC5)(=O)=O)[CH2:19]4)[C:14]([F:31])=[CH:13][N:12]=3)=[CH:9][NH:8][C:5]2=[N:6][CH:7]=1.[CH3:32][O:33][CH2:34][C:35](Cl)=[O:36]>>[Cl:1][C:2]1[CH:3]=[C:4]2[C:10]([C:11]3[N:16]=[C:15]([NH:17][CH:18]4[CH2:19][N:20]([C:35](=[O:36])[CH2:34][O:33][CH3:32])[CH2:21]4)[C:14]([F:31])=[CH:13][N:12]=3)=[CH:9][NH:8][C:5]2=[N:6][CH:7]=1. Reported procedure: According to the procedure for compound 469 using methoxyacetyl chloride afforded 11.7 mg (51% yield) of 468, as a white solid. Starting materials: C(C)(C)OC1=CC=C(C=C1)C1=NC(=NO1)C1=CC(=C(C(=C1)C)O)C (4-[5-(4-isopropoxy-phenyl)-[1,2,4]oxadiazol-3-yl]-2,6-dimethyl-phenol), C(Cl)C1CO1 (epichlorohydrine). Solvent: C(C)(C)O (isopropanol), [OH-].[Na+] (NaOH), CC(OCC)=O (EA). Conditions: time 16 hour. Yields the product CC=1C=C(C=C(C1OCC1OC1)C)C1=NOC(=N1)C1=CC=C(C=C1)OC(C)C (3-(3,5-dimethyl-4-oxiranylmethoxy-phenyl)-5-(4-isopropoxy-phenyl)-[1,2,4]oxadiazole). Yield: 59.0%. RXN SMILES: [CH:1]([O:4][C:5]1[CH:10]=[CH:9][C:8]([C:11]2[O:15][N:14]=[C:13]([C:16]3[CH:21]=[C:20]([CH3:22])[C:19]([OH:23])=[C:18]([CH3:24])[CH:17]=3)[N:12]=2)=[CH:7][CH:6]=1)([CH3:3])[CH3:2].[CH2:25]([CH:27]1[O:29][CH2:28]1)Cl>C(O)(C)C.[OH-].[Na+].CC(=O)OCC>[CH3:22][C:20]1[CH:21]=[C:16]([C:13]2[N:12]=[C:11]([C:8]3[CH:9]=[CH:10][C:5]([O:4][CH:1]([CH3:3])[CH3:2])=[CH:6][CH:7]=3)[O:15][N:14]=2)[CH:17]=[C:18]([CH3:24])[C:19]=1[O:23][CH2:25][CH:27]1[CH2:28][O:29]1 |f:3.4|. Procedure details: A mixture of 4-[5-(4-isopropoxy-phenyl)-[1,2,4]oxadiazol-3-yl]-2,6-dimethyl-phenol (370 mg, 1.14 mmol) and epichlorohydrine (317 mg, 3.42 mmol) in isopropanol (5 mL) and 3 N aq. NaOH (1.5 mL) is stirred at rt for 16 h. The mixture is diluted with EA, washed with water, dried over MgSO4, filtered and concentrated. The crude product is purified by chromatography on prep. TLC plates with heptane:EA 3:1 to give 3-(3,5-dimethyl-4-oxiranylmethoxy-phenyl)-5-(4-isopropoxy-phenyl)-[1,2,4]oxadiazole (256 ... Solvent: C(C)(C)O (iso-propanol). Reported procedure: Following general procedure A2 except using iso-propanol as a solvent, 4-chloro-2-(3-chlorophenyl)-6,7-dihydro-5H-cyclopenta[b]pyridine hydrochloride (0.107 g, 0.35 mmol) was reacted with 4-(2-methoxyethyl)aniline (0.108 g, 0.71 mmol), followed by formation of the hydrochloride salt to afford the title compound (0.094 g, 64%) as a white solid. MW=415.36. 1H NMR (DMSO-d6, 500 MHz) δ 14.03 (s, 1H), 9.75 (s, 1H), 7.89 (t, J=1.9 Hz, 1H), 7.71-7.67 (m, 2H), 7.59 (t, J=7.9 Hz, 1H), 7.36-7.32 (m, 4H), ... Yields the product Cl.ClC=1C=C(C=CC1)C1=CC(=C2C(=N1)CCC2)NC2=CC=C(C=C2)CCOC (2-(3-Chlorophenyl)-N-(4-(2-methoxyethyl)phenyl)-6,7-dihydro-5H-cyclopenta[b]pyridin-4-amine hydrochloride). Reactants: Cl.ClC1=C2C(=NC(=C1)C1=CC(=CC=C1)Cl)CCC2 (4-chloro-2-(3-chlorophenyl)-6,7-dihydro-5H-cyclopenta[b]pyridine hydrochloride), COCCC1=CC=C(N)C=C1 (4-(2-methoxyethyl)aniline), hydrochloride salt. The yield is 64.7%. Reaction SMILES: Cl.[Cl:2][C:3]1[CH:8]=[C:7]([C:9]2[CH:14]=[CH:13][CH:12]=[C:11]([Cl:15])[CH:10]=2)[N:6]=[C:5]2[CH2:16][CH2:17][CH2:18][C:4]=12.[CH3:19][O:20][CH2:21][CH2:22][C:23]1[CH:29]=[CH:28][C:26]([NH2:27])=[CH:25][CH:24]=1>C(O)(C)C>[ClH:2].[Cl:15][C:11]1[CH:10]=[C:9]([C:7]2[N:6]=[C:5]3[CH2:16][CH2:17][CH2:18][C:4]3=[C:3]([NH:27][C:26]3[CH:25]=[CH:24][C:23]([CH2:22][CH2:21][O:20][CH3:19])=[CH:29][CH:28]=3)[CH:8]=2)[CH:14]=[CH:13][CH:12]=1 |f:0.1,4.5|. Reactants: 134, ClCC1=C(C=CC(=C1)F)C (2-(chloromethyl)-4-fluoro-1-methylbenzene), 71, [C-]#N.[Na+] (sodium cyanide), O (water). Solvent: C(C)O (ethanol), C(C)O (ethanol). Conditions: time 6 hour. The product is 98, FC=1C=CC(=C(C1)CC#N)C (5-fluoro-2-methylbenzeneacetonitrile). Reaction SMILES: [C-:1]#[N:2].[Na+].O.Cl[CH2:6][C:7]1[CH:12]=[C:11]([F:13])[CH:10]=[CH:9][C:8]=1[CH3:14]>C(O)C>[F:13][C:11]1[CH:10]=[CH:9][C:8]([CH3:14])=[C:7]([CH2:6][C:1]#[N:2])[CH:12]=1 |f:0.1|. Procedure details: To a stirred and refluxing mixture of 71 parts of sodium cyanide, 99 parts of ethanol and 85 parts of water is added dropwise a solution of 134 parts of 2-(chloromethyl)-4-fluoro-1-methylbenzene in 99 parts of ethanol. Upon completion, stirring is continued first for 6 hours at reflux and further overnight at room temperature. The ethanol is evaporated and the residue is taken up in 4-methyl-2-pentanone and water. The layers are separated and the aqueous phase is extracted three times with 4-met... The reactants are CCC=CC(=O)OC, C1CCNCC1. Yields the product CCC(CC(=O)OC)N1CCCCC1. RXN SMILES: [C:1]([CH:2]=[CH:3][CH2:4][CH3:5])(=[O:6])[O:7][CH3:8].[CH2:9]1[CH2:10][CH2:11][NH:12][CH2:13][CH2:14]1>>[C:1]([CH2:2][CH:3]([CH2:4][CH3:5])[N:12]1[CH2:11][CH2:10][CH2:9][CH2:14][CH2:13]1)(=[O:6])[O:7][CH3:8]. Starting materials: N(=[N+]=[N-])C[C@H](O)C1=C2C=CC(NC2=C(C=C1)OCC1=CC=CC=C1)=O ((R)-5-(2-Azido-1-hydroxyethyl)-8-(benzyloxy)quinolin-2(1H)-one), [Si](C)(C)(C(C)(C)C)OCC=1C=C(C=CC1O)[C@H](CNCC=1C=C(C(=O)NCC=2C(=C3C(=NC2CC)N(N=C3)CC)NC3CCOCC3)C=CC1)O ((R)-3-[[[2-(3-[[(tert-Butyldimethylsilyl)oxy]methyl]-4-hydroxyphenyl]-2-hydroxyethyl]amino]methyl]-N-[[1,6-diethyl-4-[(tetrahydro-2H-pyran-4-yl)amino]-1H-pyrazolo[3,4-b]pyridin-5-yl]methyl]benzamide). Run in N1=CC=CC=C1 (pyridine). Yields the product C(C)N1N=CC=2C1=NC(=C(C2NC2CCOCC2)CNC(C2=CC(=CC=C2)CNC[C@@H](C2=CC(=C(C=C2)O)CO)O)=O)CC ((R)—N-[[1,6-Diethyl-4-[(tetrahydro-2H-pyran-4-yl)amino]-1H-pyrazolo[3,4-b]pyridin-5-yl]methyl]-3-[[[2-hydroxy-2-[4-hydroxy-3-(hydroxymethyl)phenyl]ethyl]amino]methyl]benzamide). RXN SMILES: N(C[C@@H](C1C=CC(OCC2C=CC=CC=2)=C2C=1C=CC(=O)N2)O)=[N+]=[N-].[Si]([O:33][CH2:34][C:35]1[CH:36]=[C:37]([C@@H:42]([OH:76])[CH2:43][NH:44][CH2:45][C:46]2[CH:47]=[C:48]([CH:73]=[CH:74][CH:75]=2)[C:49]([NH:51][CH2:52][C:53]2[C:54]([NH:66][CH:67]3[CH2:72][CH2:71][O:70][CH2:69][CH2:68]3)=[C:55]3[CH:63]=[N:62][N:61]([CH2:64][CH3:65])[C:56]3=[N:57][C:58]=2[CH2:59][CH3:60])=[O:50])[CH:38]=[CH:39][C:40]=1[OH:41])(C(C)(C)C)(C)C>N1C=CC=CC=1>[CH2:64]([N:61]1[C:56]2=[N:57][C:58]([CH2:59][CH3:60])=[C:53]([CH2:52][NH:51][C:49](=[O:50])[C:48]3[CH:73]=[CH:74][CH:75]=[C:46]([CH2:45][NH:44][CH2:43][C@H:42]([OH:76])[C:37]4[CH:38]=[CH:39][C:40]([OH:41])=[C:35]([CH2:34][OH:33])[CH:36]=4)[CH:47]=3)[C:54]([NH:66][CH:67]3[CH2:68][CH2:69][O:70][CH2:71][CH2:72]3)=[C:55]2[CH:63]=[N:62]1)[CH3:65]. Procedure details: The title compound was synthesized in a manner analogous to that described for Intermediate 3, using HF pyridine in place of TBAF and Intermediate 45 as a substrate.